From a dataset of the Open Reaction Database (ORD), a public repository of structured organic reaction records. describe an organic reaction: reactants, conditions, products, and yield Reaction SMILES: [C:1]([Si:2]([CH3:3])([CH3:4])[O:8][CH:9]1[CH2:10][CH2:11][C:12]2([S:26](=[O:27])(=[O:28])[c:29]3[cH:30][cH:31][c:32]([Cl:35])[cH:33][cH:34]3)[CH:13]([CH2:14][O:15][c:16]3[c:17]([F:23])[cH:18][cH:19][c:20]([F:22])[c:21]32)[CH2:24][CH2:25]1)([CH3:5])([CH3:6])[CH3:7].[CH2:37]([N+:38]([CH2:39][CH2:40][CH2:41][CH3:42])([CH2:43][CH2:44][CH2:45][CH3:46])[CH2:47][CH2:48][CH2:49][CH3:50])[CH2:51][CH2:52][CH3:53].[CH2:63]1[O:64][CH2:65][CH2:66][CH2:67]1.[CH3:54][CH2:55][O:56][C:57]([CH3:58])=[O:59].[Cl:60][CH2:61][Cl:62].[F-:36]>>[OH:8][CH:9]1[CH2:10][CH2:11][C:12]2([S:26](=[O:27])(=[O:28])[c:29]3[cH:30][cH:31][c:32]([Cl:35])[cH:33][cH:34]3)[CH:13]([CH2:14][O:15][c:16]3[c:17]([F:23])[cH:18][cH:19][c:20]([F:22])[c:21]32)[CH2:24][CH2:25]1. Reactants: CC(C)(C)[Si](C)(C)OC1CCC2COc3c(F)ccc(F)c3C2(S(=O)(=O)c2ccc(Cl)cc2)CC1, CCCC[N+](CCCC)(CCCC)CCCC, C1CCOC1, CCOC(C)=O, ClCCl, [F-]. The product is O=S(=O)(c1ccc(Cl)cc1)C12CCC(O)CCC1COc1c(F)ccc(F)c12.